From a dataset of the Open Reaction Database (ORD), a public repository of structured organic reaction records. describe an organic reaction: reactants, conditions, products, and yield Reactants: NCC=1C(=NC(=CC1C)C)O (3-(aminomethyl)-4,6-dimethylpyridin-2-ol), BrC=1C(=C(OC2=C(C=C(C(=O)O)C=C2)Cl)C=CC1)C#N (4-(3-bromo-2-cyanophenoxy)-3-chlorobenzoic acid), Cl.C(C)N=C=NCCCN(C)C (1-ethyl-3-(3-dimethylaminopropyl)carbodiimide hydrochloride), ON1N=NC2=C1C=CC=C2 (N-hydroxybenzotriazole). Run in O (water), ClCCl (dichloromethane), C(C)N(CC)CC (triethylamine). Run at temperature 25 celsius. The product is BrC=1C(=C(OC2=C(C=C(C(=O)NCC=3C(=NC(=CC3C)C)O)C=C2)Cl)C=CC1)C#N (4-(3-bromo-2-cyanophenoxy)-3-chloro-N-((2-hydroxy-4,6-dimethylpyridin-3-yl)methyl)benzamide). Isolated yield 80.7%. RXN SMILES: [Br:1][C:2]1[C:3]([C:19]#[N:20])=[C:4]([CH:16]=[CH:17][CH:18]=1)[O:5][C:6]1[CH:14]=[CH:13][C:9]([C:10]([OH:12])=O)=[CH:8][C:7]=1[Cl:15].Cl.C(N=C=NCCCN(C)C)C.ON1C2C=CC=CC=2N=N1.[NH2:43][CH2:44][C:45]1[C:46]([OH:53])=[N:47][C:48]([CH3:52])=[CH:49][C:50]=1[CH3:51]>O.ClCCl.C(N(CC)CC)C>[Br:1][C:2]1[C:3]([C:19]#[N:20])=[C:4]([CH:16]=[CH:17][CH:18]=1)[O:5][C:6]1[CH:14]=[CH:13][C:9]([C:10]([NH:43][CH2:44][C:45]2[C:46]([OH:53])=[N:47][C:48]([CH3:52])=[CH:49][C:50]=2[CH3:51])=[O:12])=[CH:8][C:7]=1[Cl:15] |f:1.2|. Procedure details: A mixture of 4-(3-bromo-2-cyanophenoxy)-3-chlorobenzoic acid (1 g, 2.8 mmol), 1-ethyl-3-(3-dimethylaminopropyl)carbodiimide hydrochloride (1.08 g, 5.7 mmol), N-hydroxybenzotriazole (769 mg, 5.7 mmol), triethylamine (0.1 mL) and dichloromethane (5 mL) was stirred at 25° C. for half an hour. And then 3-(aminomethyl)-4,6-dimethylpyridin-2-ol (430 mg, 2.8 mmol) was added. The mixture was stirred at 25° C. for 12 hours. To the mixture, water (10 mL) was added and the mixture was extracted with dichlo... Yields the product CC(=O)c1ccc2c(c1)CCCN2C(C)C. As a reaction SMILES: [CH3:17][C:18](=[O:19])[CH3:20].[CH3:1][CH:2]([CH3:3])[N:4]1[CH2:5][CH2:6][CH2:7][c:8]2[cH:9][c:10]([CH:14]([CH3:15])[OH:16])[cH:11][cH:12][c:13]21>>[CH3:1][CH:2]([CH3:3])[N:4]1[CH2:5][CH2:6][CH2:7][c:8]2[cH:9][c:10]([C:14]([CH3:15])=[O:16])[cH:11][cH:12][c:13]21. The reactants are CC(C)=O, CC(O)c1ccc2c(c1)CCCN2C(C)C.